From a dataset of the Open Reaction Database (ORD), a public repository of structured organic reaction records. describe an organic reaction: reactants, conditions, products, and yield Starting materials: O (water), [OH-].[Li+] (lithium hydroxide), crude mixture, CN(C)C=O (DMF), O (water), BrC1=CN(C2=NC=CC(=C21)CC2=C(C=C(C=C2)NC(C(F)(F)F)=O)F)S(=O)(=O)C2=CC=C(C=C2)C (N-[4-({3-bromo-1-[(4-methylphenyl)sulfonyl]-1H-pyrrolo[2,3-b]pyridin-4-yl}-methyl)-3-fluorophenyl]-2,2,2-trifluoroacetamide). The reagents and catalysts are C(C)(=O)[O-].[Zn+2].C(C)(=O)[O-] (zinc acetate), [Zn] (zinc), [C-]#N.[Zn+2].[C-]#N (zinc cyanide), C1(=CC=CC=C1)P(C1=CC=CC=C1)[C-]1C=CC=C1.[C-]1(C=CC=C1)P(C1=CC=CC=C1)C1=CC=CC=C1.[Fe+2] (bis(diphenylphosphino)ferrocene), C=1C=CC(=CC1)/C=C/C(=O)/C=C/C2=CC=CC=C2.C=1C=CC(=CC1)/C=C/C(=O)/C=C/C2=CC=CC=C2.C=1C=CC(=CC1)/C=C/C(=O)/C=C/C2=CC=CC=C2.[Pd].[Pd] (tris(dibenzylideneacetone)dipalladium). Solvent: C1CCOC1 (THF). Run at temperature 100 celsius, time 20 hour. The product is NC1=CC(=C(CC2=C3C(=NC=C2)NC=C3C#N)C=C1)F (4-(4-Amino-2-fluorobenzyl)-1H-pyrrolo[2,3-b]pyridine-3-carbonitrile). RXN SMILES: Br[C:2]1[C:10]2[C:5](=[N:6][CH:7]=[CH:8][C:9]=2[CH2:11][C:12]2[CH:17]=[CH:16][C:15]([NH:18]C(=O)C(F)(F)F)=[CH:14][C:13]=2[F:25])[N:4](S(C2C=CC(C)=CC=2)(=O)=O)[CH:3]=1.[CH3:36][N:37](C=O)C.O.[OH-].[Li+]>C([O-])(=O)C.[Zn+2].C([O-])(=O)C.[Zn].[C-]#N.[Zn+2].[C-]#N.C1(P([C-]2C=CC=C2)C2C=CC=CC=2)C=CC=CC=1.[C-]1(P(C2C=CC=CC=2)C2C=CC=CC=2)C=CC=C1.[Fe+2].C1C=CC(/C=C/C(/C=C/C2C=CC=CC=2)=O)=CC=1.C1C=CC(/C=C/C(/C=C/C2C=CC=CC=2)=O)=CC=1.C1C=CC(/C=C/C(/C=C/C2C=CC=CC=2)=O)=CC=1.[Pd].[Pd].C1COCC1>[NH2:18][C:15]1[CH:16]=[CH:17][C:12]([CH2:11][C:9]2[CH:8]=[CH:7][N:6]=[C:5]3[NH:4][CH:3]=[C:2]([C:36]#[N:37])[C:10]=23)=[C:13]([F:25])[CH:14]=1 |f:3.4,5.6.7,9.10.11,12.13.14,15.16.17.18.19|. Reported procedure: 1.70 g (2.98 mmol) of N-[4-({3-bromo-1-[(4-methylphenyl)sulfonyl]-1H-pyrrolo[2,3-b]pyridin-4-yl}-methyl)-3-fluorophenyl]-2,2,2-trifluoroacetamide, 219 mg (1.19 mmol) of zinc acetate, 78 mg (1.19 mmol) of zinc dust, 189 mg (1.61 mmol) of zinc cyanide, 50.0 mg (0.09 mmol) of bis(diphenylphosphino)ferrocene and 27.3 mg (0.03 mmol) of tris(dibenzylideneacetone)dipalladium are initially charged. Under argon, a degassed mixture of 17 ml of DMF and 0.17 ml of water is added, and the mixture is heated a... The reactants are C(C1=CC=CC=C1)N1[C@@H](C[C@H](C1)O[Si](C)(C)C(C)(C)C)C(=O)OC ((2S,4R)-1-benzyl-4-(t-butyldimethylsilyloxy)-2-methoxycarbonylpyrrolidine), [H-].C(C(C)C)[Al+]CC(C)C (diisobutyl aluminum hydride), [OH-].[Na+] (sodium hydroxide), C(C)O (ethanol). Run in C1(=CC=CC=C1)C (toluene). Conditions: time 10 minute. Yields the product C(C1=CC=CC=C1)N1[C@H](C[C@@H](C1)O[Si](C)(C)C(C)(C)C)C=O ((2R,4S)-1-benzyl-2-formyl-4-(t-butyldimethylsilyloxy)pyrrolidine). Reaction SMILES: [CH2:1]([N:8]1[CH2:12][C@H:11]([O:13][Si:14]([C:17]([CH3:20])([CH3:19])[CH3:18])([CH3:16])[CH3:15])[CH2:10][C@H:9]1[C:21](OC)=[O:22])[C:2]1[CH:7]=[CH:6][CH:5]=[CH:4][CH:3]=1.[H-].C([Al+]CC(C)C)C(C)C.C(O)C.[OH-].[Na+]>C1(C)C=CC=CC=1>[CH2:1]([N:8]1[CH2:12][C@@H:11]([O:13][Si:14]([C:17]([CH3:18])([CH3:19])[CH3:20])([CH3:16])[CH3:15])[CH2:10][C@@H:9]1[CH:21]=[O:22])[C:2]1[CH:3]=[CH:4][CH:5]=[CH:6][CH:7]=1 |f:1.2,4.5|. Reported procedure: To a solution of (2S,4R)-1-benzyl-4-(t-butyldimethylsilyloxy)-2-methoxycarbonylpyrrolidine (20 g) in toluene (100 ml) was added dropwise diisobutyl aluminum hydride (1.02M solution in toluene) (112 ml) with stirring at a temperature kept below -60° C. and the mixture was stirred at the same temperature for 1 hour. To the reaction mixture was added dropwise ethanol (20.1 ml) with stirring at a temperature kept below -60° C. After stirring for 30 minutes at the same temperature, 5N aqueous sodium ... The reactants are C([O-])(O)=O.[Na+] (sodium bicarbonate), C(CC#C)O (3-butyn-1-ol), O1CCCC=C1 (Dihydropyran), Cl (hydrochloric acid). Solvent: C(Cl)(Cl)(Cl)Cl (carbon tetrachloride). Reaction conditions: time 16 hour. Yields the product C(CC#C)OC1OCCCC1 (Tetrahydro-2-(3-butynyloxy)2H-pyran). RXN SMILES: [CH2:1]([OH:5])[CH2:2][C:3]#[CH:4].Cl.[O:7]1[CH:12]=[CH:11][CH2:10][CH2:9][CH2:8]1.C(=O)(O)[O-].[Na+]>C(Cl)(Cl)(Cl)Cl>[CH2:1]([O:5][CH:8]1[CH2:9][CH2:10][CH2:11][CH2:12][O:7]1)[CH2:2][C:3]#[CH:4] |f:3.4|. Reported procedure: A solution of 3-butyn-1-ol (74.5 g, 1.06 mol) in carbon tetrachloride (225 ml) is cooled in an ice bath, and treated with concentrated hydrochloric acid (1 ml). Dihydropyran (157 g, 1.86 mol) is then added via a dropping funnel. After stirring 16 hours the reaction mixture is treated with solid sodium bicarbonate for 30 minutes and filtered. The reaction mixture is concentrated and the residue is distilled in vacuo to give the title compound. Reactants: C1CCCC(CC1)C1(C(N(C2=C(C=N1)C=CC=C2)C)=O)NC(=O)NC2=CC(=CC=C2)CNC=2N(C=CN2)C(=O)OC(C)(C)C (N-[3(R,S)-5-cycloheptyl-2,3-dihydro-1-methyl-2-oxo-1H-1,4-benzodiazepin-3-yl]N'-[3-[(1-(tert-butyloxycarbonyl)imidazol-2-ylamino]methyl)phenyl] urea), FC(C(=O)O)(F)F (trifluoroacetic acid). Run in ClCCl (dichloromethane). Run at time 3 hour. Yields the product C1CCCC(CC1)C1(C(N(C2=C(C=N1)C=CC=C2)C)=O)NC(=O)NC2=CC(=CC=C2)CNC=2NC=CN2 (N-[3(R,S)-5-Cycloheptyl-2,3-dihydro-1-methyl-2-oxo-1H-1,4-benzodiazepin-3-yl]N'-[3-[(1H-imidazol-2-ylamino)methyl]phenyl]urea). As a reaction SMILES: [CH2:1]1[CH2:7][CH2:6][CH:5]([C:8]2([NH:21][C:22]([NH:24][C:25]3[CH:30]=[CH:29][CH:28]=[C:27]([CH2:31][NH:32][C:33]4[N:34](C(OC(C)(C)C)=O)[CH:35]=[CH:36][N:37]=4)[CH:26]=3)=[O:23])[N:14]=[CH:13][C:12]3[CH:15]=[CH:16][CH:17]=[CH:18][C:11]=3[N:10]([CH3:19])[C:9]2=[O:20])[CH2:4][CH2:3][CH2:2]1.FC(F)(F)C(O)=O>ClCCl>[CH2:2]1[CH2:3][CH2:4][CH:5]([C:8]2([NH:21][C:22]([NH:24][C:25]3[CH:30]=[CH:29][CH:28]=[C:27]([CH2:31][NH:32][C:33]4[NH:37][CH:36]=[CH:35][N:34]=4)[CH:26]=3)=[O:23])[N:14]=[CH:13][C:12]3[CH:15]=[CH:16][CH:17]=[CH:18][C:11]=3[N:10]([CH3:19])[C:9]2=[O:20])[CH2:6][CH2:7][CH2:1]1. Procedure details: To a solution of N-[3(R,S)-5-cycloheptyl-2,3-dihydro-1-methyl-2-oxo-1H-1,4-benzodiazepin-3-yl]N'-[3-[(1-(tert-butyloxycarbonyl)imidazol-2-ylamino]methyl)phenyl] urea in anhydrous dichloromethane (5 ml) at room temperature, under nitrogen, was added trifluoroacetic acid (0.5 ml). After stirring for 3 h the solvent was evaporated in vacuo and the residue azeotroped with toluene (20 ml). The residue was partitioned between ethyl acetate (20 ml) and water (20 ml). The organic layer was separated, wa... Starting materials: ClC=1C=C(C=CC1)C#CC=1N=C(N(C1)C1=CC(NC=C1)=O)C (4-[4-(3-chloro-phenylethynyl)-2-methyl-imidazol-1-yl]-1H-pyridin-2-one), ICCO (2-iodoethanol). The product is ClC=1C=C(C=CC1)C#CC=1N=C(N(C1)C1=CC(N(C=C1)CCO)=O)C (4-[4-(3-chloro-phenylethynyl)-2-methyl-imidazol-1-yl]-1-(2-hydroxy-ethyl)-1H-pyridin-2-one). As a reaction SMILES: [Cl:1][C:2]1[CH:3]=[C:4]([C:8]#[C:9][C:10]2[N:11]=[C:12]([CH3:22])[N:13]([C:15]3[CH:20]=[CH:19][NH:18][C:17](=[O:21])[CH:16]=3)[CH:14]=2)[CH:5]=[CH:6][CH:7]=1.I[CH2:24][CH2:25][OH:26]>>[Cl:1][C:2]1[CH:3]=[C:4]([C:8]#[C:9][C:10]2[N:11]=[C:12]([CH3:22])[N:13]([C:15]3[CH:20]=[CH:19][N:18]([CH2:24][CH2:25][OH:26])[C:17](=[O:21])[CH:16]=3)[CH:14]=2)[CH:5]=[CH:6][CH:7]=1. Procedure: The title compound, orange gum, MS: m/e=354.2, 356.2 (M+H+), was prepared in accordance with the general method of example 3 from 4-[4-(3-chloro-phenylethynyl)-2-methyl-imidazol-1-yl]-1H-pyridin-2-one and 2-iodoethanol. Starting materials: [H-].[Na+] (sodium hydride), BrCC#C (3-bromoprop-1-yne), C(C1=CC=CC=C1)N(C(=O)C1CCN(CC1)C(=O)C=1NC2=CC=CC=C2C1)C (N-benzyl-1-(1H-indole-2-carbonyl)-N-methylpiperidine-4-carboxamide), CN(C)C=O (DMF). Solvent: [Cl-].[NH4+] (ammonium chloride), C(C)(=O)OCC (ethyl acetate). Run at time 8 hour. Product: C(C1=CC=CC=C1)N(C(=O)C1CCN(CC1)C(=O)C=1N(C2=CC=CC=C2C1)CC#C)C (N-benzyl-N-methyl-1-(1-(prop-2-yn-1-yl)-1H-indole-2-carbonyl)piperidine-4-carboxamide). RXN SMILES: [H-].[Na+].[CH2:3]([N:10]([CH3:30])[C:11]([CH:13]1[CH2:18][CH2:17][N:16]([C:19]([C:21]2[NH:22][C:23]3[C:28]([CH:29]=2)=[CH:27][CH:26]=[CH:25][CH:24]=3)=[O:20])[CH2:15][CH2:14]1)=[O:12])[C:4]1[CH:9]=[CH:8][CH:7]=[CH:6][CH:5]=1.CN(C=O)C.Br[CH2:37][C:38]#[CH:39]>[Cl-].[NH4+].C(OCC)(=O)C>[CH2:3]([N:10]([CH3:30])[C:11]([CH:13]1[CH2:18][CH2:17][N:16]([C:19]([C:21]2[N:22]([CH2:39][C:38]#[CH:37])[C:23]3[C:28]([CH:29]=2)=[CH:27][CH:26]=[CH:25][CH:24]=3)=[O:20])[CH2:15][CH2:14]1)=[O:12])[C:4]1[CH:9]=[CH:8][CH:7]=[CH:6][CH:5]=1 |f:0.1,5.6|. Procedure: sodium hydride (12.78 mg, 0.320 mmol) was added to an oven dried flask and placed under nitrogen. It was then suspended in 1.0 mL of DMF. The suspension was placed in a 70° C. oil bath before adding N-benzyl-1-(1H-indole-2-carbonyl)-N-methylpiperidine-4-carboxamide (100 mg, 0.266 mmol) as a 0.5 mL DMF solution. The reaction was allowed to stir for 20 minutes before the addition of 3-bromoprop-1-yne (0.047 ml, 0.533 mmol) dropwise. The reaction was allowed to stir overnight. The reaction was cool... Starting materials: O=C(O)C1CCCN1C(=O)OCc1ccccc1, CN1CCOCC1, CN(C)C=O, O, On1nnc2ccccc21. The product is NC(=O)OCc1ccccc1. As a reaction SMILES: [C:1](=[O:2])([O:3][CH2:4][c:5]1[cH:6][cH:7][cH:8][cH:9][cH:10]1)[N:11]1[CH2:12][CH2:13][CH2:14][CH:15]1[C:16]([OH:17])=[O:18].[CH3:30][N:31]1[CH2:32][CH2:33][O:34][CH2:35][CH2:36]1.[O:37]=[CH:38][N:39]([CH3:40])[CH3:41].[OH2:19].[OH:20][n:21]1[c:22]2[cH:23][cH:24][cH:25][cH:26][c:27]2[n:28][n:29]1>>[C:1](=[O:2])([O:3][CH2:4][c:5]1[cH:6][cH:7][cH:8][cH:9][cH:10]1)[NH2:11]. The reactants are ClC=1C=C(C=C(C1COS(=O)(=O)C)Cl)OS(=O)(=O)C(F)(F)F (trifluoro-methanesulfonic acid 3,5-dichloro-4-methanesulfonyloxymethyl-phenyl ester), F[C@@H]1CC[C@H](CC1)N1C(CCC1)=O (trans-1-(4-fluoro-cyclohexyl)-pyrrolidin-2-one), [Li+].CC(C)[N-]C(C)C (LDA). Run in C1CCOC1 (THF), C1CCOC1 (THF). Conditions: time 8 hour. The product is ClC=1C=C(C=C(C1CC1C(N(CC1)[C@@H]1CC[C@H](CC1)F)=O)Cl)OS(=O)(=O)C(F)(F)F (trifluoro-methanesulfonic acid 3,5-dichloro-4-[trans-1-(4-fluoro-cyclohexyl)-2-oxo-pyrrolidin-3-ylmethyl]-phenyl ester). As a reaction SMILES: [F:1][C@H:2]1[CH2:7][CH2:6][C@H:5]([N:8]2[CH2:12][CH2:11][CH2:10][C:9]2=[O:13])[CH2:4][CH2:3]1.[Li+].CC([N-]C(C)C)C.[Cl:22][C:23]1[CH:24]=[C:25]([O:36][S:37]([C:40]([F:43])([F:42])[F:41])(=[O:39])=[O:38])[CH:26]=[C:27]([Cl:35])[C:28]=1[CH2:29]OS(C)(=O)=O>C1COCC1>[Cl:22][C:23]1[CH:24]=[C:25]([O:36][S:37]([C:40]([F:42])([F:43])[F:41])(=[O:39])=[O:38])[CH:26]=[C:27]([Cl:35])[C:28]=1[CH2:29][CH:10]1[CH2:11][CH2:12][N:8]([C@H:5]2[CH2:6][CH2:7][C@H:2]([F:1])[CH2:3][CH2:4]2)[C:9]1=[O:13] |f:1.2|. Procedure details: To a solution of trans-1-(4-fluoro-cyclohexyl)-pyrrolidin-2-one (252 mg, 1.36 mmol) in 13 mL dry THF, add 1.09 mL of 2M LDA (1.2 eq.) in THF dropwise at −78° C. Then, add 821 mg of trifluoro-methanesulfonic acid 3,5-dichloro-4-methanesulfonyloxymethyl-phenyl ester (1.5 eq) at −78° C. Allow the resulting solution to stand at room temp for overnight. Quench the mixture with saturated aqueous NH4Cl and extract with CH2Cl2. Wash the organic layer with water, then brine, and dry over Na2SO4, filter a... Starting materials: CC1CN(c2cc(=O)c3cc(C(=O)N(C)C)cc(C(C)Br)c3o2)CCO1, Br, Nc1cc(F)cc(F)c1. Product: CC1CN(c2cc(=O)c3cc(C(=O)N(C)C)cc(C(C)Nc4cc(F)cc(F)c4)c3o2)CCO1. Reaction SMILES: [Br:2][CH:3]([CH3:4])[c:5]1[cH:6][c:7]([C:23](=[O:24])[N:25]([CH3:26])[CH3:27])[cH:8][c:9]2[c:10](=[O:22])[cH:11][c:12]([N:15]3[CH2:16][CH:17]([CH3:21])[O:18][CH2:19][CH2:20]3)[o:13][c:14]12.[BrH:1].[F:28][c:29]1[cH:30][c:31]([NH2:32])[cH:33][c:34]([F:36])[cH:35]1>>[CH:3]([CH3:4])([c:5]1[cH:6][c:7]([C:23](=[O:24])[N:25]([CH3:26])[CH3:27])[cH:8][c:9]2[c:10](=[O:22])[cH:11][c:12]([N:15]3[CH2:16][CH:17]([CH3:21])[O:18][CH2:19][CH2:20]3)[o:13][c:14]12)[NH:32][c:31]1[cH:30][c:29]([F:28])[cH:35][c:34]([F:36])[cH:33]1. Starting materials: CC(C)(C)O, C=CCCCCCCCn1c(=O)c2c(ncn2C)n(C)c1=O, C[N+]1([O-])CCOCC1, CC(C)=O, [Na+], [Na+], O, O=S([O-])S(=O)[O-]. Yields the product Cn1cnc2c1c(=O)n(CCCCCCCC(O)CO)c(=O)n2C. Reaction SMILES: [C:40]([OH:41])([CH3:42])([CH3:43])[CH3:44].[CH2:1]([CH2:2][CH2:3][CH2:4][CH2:5][CH2:6][CH2:7][CH:8]=[CH2:9])[n:10]1[c:11](=[O:12])[n:13]([CH3:22])[c:14]2[n:15][cH:16][n:17]([CH3:21])[c:18]2[c:19]1=[O:20].[CH3:23][N+:24]1([O-:25])[CH2:26][CH2:28][O:27][CH2:29][CH2:30]1.[CH3:45][C:46](=[O:47])[CH3:48].[Na+:38].[Na+:39].[OH2:31].[S:32]([S:33]([O-:34])=[O:35])([O-:36])=[O:37]>>[CH2:1]([CH2:2][CH2:3][CH2:4][CH2:5][CH2:6][CH2:7][CH:8]([CH2:9][OH:27])[OH:31])[n:10]1[c:11](=[O:12])[n:13]([CH3:22])[c:14]2[n:15][cH:16][n:17]([CH3:21])[c:18]2[c:19]1=[O:20].